This data is from the Open Reaction Database (ORD), a public repository of structured organic reaction records. The task is: describe an organic reaction: reactants, conditions, products, and yield The reactants are ClC1=CC=C(C=C1)S(=O)(=O)N1C2C=3C=NNC3CC1CCC2 (12-(4-chloro-benzenesulfonyl)-4,5,12-triaza-tricyclo[6.3.1.02,6]dodeca-2(6),3-diene), ClN1C(CCC1=O)=O (N-chlorosuccinimide). The product is ClC=1C=2C3CCCC(CC2NN1)N3S(=O)(=O)C3=CC=C(C=C3)Cl (3-Chloro-12-(4-chloro-benzenesulfonyl)-4,5,12-triaza-tricyclo[6.3.1.02,6]dodeca-2(6),3-diene). Reaction SMILES: [Cl:1][C:2]1[CH:7]=[CH:6][C:5]([S:8]([N:11]2[CH:19]3[CH2:20][CH2:21][CH2:22][CH:12]2[C:13]2[CH:14]=[N:15][NH:16][C:17]=2[CH2:18]3)(=[O:10])=[O:9])=[CH:4][CH:3]=1.[Cl:23]N1C(=O)CCC1=O>>[Cl:23][C:14]1[C:13]2[CH:12]3[N:11]([S:8]([C:5]4[CH:6]=[CH:7][C:2]([Cl:1])=[CH:3][CH:4]=4)(=[O:9])=[O:10])[CH:19]([CH2:18][C:17]=2[NH:16][N:15]=1)[CH2:20][CH2:21][CH2:22]3. Reported procedure: Prepared by chlorination of 12-(4-chloro-benzenesulfonyl)-4,5,12-triaza-tricyclo[6.3.1.02,6]dodeca-2(6),3-diene using N-chlorosuccinimide. The reactants are C(C)(C)(C)N1S(C(=C(C1=O)Cl)C1=CC=CC=C1)(=O)=O (2-tert-butyl-4-chloro-5-phenylisothiazol-3(2H)-one 1,1-dioxide), TEA, C1(=CC=CC=C1)CCCCN (4-phenylbutylamine). Run in CC#N (MeCN). The product is C(C)(C)(C)N1S(C(=C(C1=O)NCCCCC1=CC=CC=C1)C1=CC=CC=C1)(=O)=O (2-tert-Butyl-5-phenyl-4-[(4-phenylbutyl)amino]isothiazol-3(2H)-one 1,1-dioxide). The yield is 92.1%. As a reaction SMILES: [C:1]([N:5]1[C:9](=[O:10])[C:8](Cl)=[C:7]([C:12]2[CH:17]=[CH:16][CH:15]=[CH:14][CH:13]=2)[S:6]1(=[O:19])=[O:18])([CH3:4])([CH3:3])[CH3:2].[C:20]1([CH2:26][CH2:27][CH2:28][CH2:29][NH2:30])[CH:25]=[CH:24][CH:23]=[CH:22][CH:21]=1>CC#N>[C:1]([N:5]1[C:9](=[O:10])[C:8]([NH:30][CH2:29][CH2:28][CH2:27][CH2:26][C:20]2[CH:25]=[CH:24][CH:23]=[CH:22][CH:21]=2)=[C:7]([C:12]2[CH:17]=[CH:16][CH:15]=[CH:14][CH:13]=2)[S:6]1(=[O:19])=[O:18])([CH3:4])([CH3:3])[CH3:2]. Reported procedure: A solution of 2-tert-butyl-4-chloro-5-phenylisothiazol-3(2H)-one 1,1-dioxide (0.150 g, 0.50 mmol), TEA (0.076 g, 0.751 mmol) and 4-phenylbutylamine (0.097 g, 0.65 mmol) in MeCN (3 mL) was heated in a microwave reactor at 120° C. for 10 mins. The mixture was evaporated and the residue was purified by silica gel column chromatography using a 85:15 mixture of heptane and EtOAc as eluant, to give the title compound (0.19 g, 92%) as a solid; 1H NMR (500 MHz, CDCl3): δ 7.52-7.47 (m, 2H), 7.45-7.40 (m,...